From a dataset of the Open Reaction Database (ORD), a public repository of structured organic reaction records. describe an organic reaction: reactants, conditions, products, and yield Starting materials: O=C([O-])[O-], Cl, [Na+], [Na+], [Na+], CC(=O)Nc1cccc2c1C(=O)CCC2, [OH-]. Yields the product Nc1cccc2c1C(=O)CCC2. RXN SMILES: [C:16](=[O:17])([O-:18])[O-:19].[ClH:24].[Na+:20].[Na+:21].[Na+:23].[O:1]=[C:2]1[CH2:3][CH2:4][CH2:5][c:6]2[cH:7][cH:8][cH:9][c:10]([NH:12][C:13](=[O:14])[CH3:15])[c:11]21.[OH-:22]>>[O:1]=[C:2]1[CH2:3][CH2:4][CH2:5][c:6]2[cH:7][cH:8][cH:9][c:10]([NH2:12])[c:11]21. The reactants are COC1=CC=C(C=C1)C=1C=C(NN1)CO ([5-(4-methoxyphenyl)-2H-pyrazol-3-yl]-methanol). The reagents and catalysts are [O-2].[O-2].[Mn+4] (manganese dioxide). The solvent is C(Cl)(Cl)Cl (chloroform). Reaction conditions: temperature 80 celsius, time 8 hour. The product is COC1=CC=C(C=C1)C=1C=C(NN1)C=O (5-(4-methoxyphenyl)-2H-pyrazole-3-carbaldehyde). The yield is 46.0%. RXN SMILES: [CH3:1][O:2][C:3]1[CH:8]=[CH:7][C:6]([C:9]2[CH:10]=[C:11]([CH2:14][OH:15])[NH:12][N:13]=2)=[CH:5][CH:4]=1>[O-2].[O-2].[Mn+4].C(Cl)(Cl)Cl>[CH3:1][O:2][C:3]1[CH:4]=[CH:5][C:6]([C:9]2[CH:10]=[C:11]([CH:14]=[O:15])[NH:12][N:13]=2)=[CH:7][CH:8]=1 |f:1.2.3|. Procedure details: 4.06 g (41.0 mmol) of manganese dioxide was added to a chloroform solution (30 ml) of 1.67 g (8.20 mmol) of the obtained [5-(4-methoxyphenyl)-2H-pyrazol-3-yl]-methanol, and stirred at 80° C. for 8 hours. The reaction liquid was filtered through Celite, and concentrated under reduced pressure to obtain 762 mg (yield: 44%) of 5-(4-methoxyphenyl)-2H-pyrazole-3-carbaldehyde as a white solid. Reactants: Cl.NC=1N=CNC1C(=O)N (4-amino-5-imidazolecarboxamide hydrochloride), CN(C=CC(=O)C1=CC(=CC=C1)C(F)(F)F)C (3-dimethylamino-3'-trifluoromethylacrylophenone), C(C)(=O)[O-].[Na+] (sodium acetate). The solvent is C(C)(=O)O (acetic acid). Product: FC(C1=CC(=CC=C1)C1=CC=NC=2N1C=NC2C(=O)N)(F)F (4-(α,α,α-Trifluoro-m-tolyl)imidazo[1,5-a]pyrimidine-8-carboxamide). Reaction SMILES: Cl.[NH2:2][C:3]1[N:4]=[CH:5][NH:6][C:7]=1[C:8]([NH2:10])=[O:9].CN(C)[CH:13]=[CH:14][C:15]([C:17]1[CH:22]=[CH:21][CH:20]=[C:19]([C:23]([F:26])([F:25])[F:24])[CH:18]=1)=O.C([O-])(=O)C.[Na+]>C(O)(=O)C>[F:24][C:23]([F:25])([F:26])[C:19]1[CH:20]=[CH:21][CH:22]=[C:17]([C:15]2[N:4]3[CH:5]=[N:6][C:7]([C:8]([NH2:10])=[O:9])=[C:3]3[N:2]=[CH:13][CH:14]=2)[CH:18]=1 |f:0.1,3.4|. Procedure details: A mixture of 1.62 g. of 4-amino-5-imidazolecarboxamide hydrochloride, 2.43 g. of 3-dimethylamino-3'-trifluoromethylacrylophenone and 0.82 g. of sodium acetate in 25 ml. of glacial acetic acid is refluxed for 15 hours and then evaporated to dryness. The residue is treated as described in Example 1, giving the desired product, m.p. 239°-240° C. Reaction SMILES: CO.C(O[BH-](OC(=O)C)OC(=O)C)(=O)C.[Na+].[N:17]1([C:23]2[S:24][C:25]3[CH:31]=[C:30]([OH:32])[CH:29]=[CH:28][C:26]=3[N:27]=2)[CH2:22][CH2:21][NH:20][CH2:19][CH2:18]1.[F:33][C:34]([F:45])([F:44])[O:35][C:36]1[CH:43]=[CH:42][C:39]([CH:40]=O)=[CH:38][CH:37]=1>O.ClCCCl.C(O)(=O)C>[F:33][C:34]([F:44])([F:45])[O:35][C:36]1[CH:43]=[CH:42][C:39]([CH2:40][N:20]2[CH2:19][CH2:18][N:17]([C:23]3[S:24][C:25]4[CH:31]=[C:30]([OH:32])[CH:29]=[CH:28][C:26]=4[N:27]=3)[CH2:22][CH2:21]2)=[CH:38][CH:37]=1 |f:1.2|. Product: FC(OC1=CC=C(CN2CCN(CC2)C=2SC3=C(N2)C=CC(=C3)O)C=C1)(F)F (2-[4-(4-trifluoromethoxybenzyl)piperazin-1-yl]benzothiazol-6-ol), compound. Procedure: Methanol (1 ml) and a catalytic amount of acetic acid and sodium triacetoxyborohydride (0.14 g) were added to a 1,2-dichloroethane solution (5 ml) of 2-piperazin-1-yl-benzothiazol-6-ol (0.1 g) and 4-trifluoromethoxybenzaldehyde (0.067 ml) and stirred at room temperature overnight. Water was added to the reaction mixture, followed by extraction with dichloromethane. The organic layer was washed with water, dried over sodium sulfate, and then concentrated under reduced pressure to afford the title... Run at time 8 hour. Starting materials: CO (Methanol), C(C)(=O)O[BH-](OC(C)=O)OC(C)=O.[Na+] (sodium triacetoxyborohydride), N1(CCNCC1)C=1SC2=C(N1)C=CC(=C2)O (2-piperazin-1-yl-benzothiazol-6-ol), FC(OC1=CC=C(C=O)C=C1)(F)F (4-trifluoromethoxybenzaldehyde). Run in O (Water), ClCCCl (1,2-dichloroethane), C(C)(=O)O (acetic acid).